Dataset: the Open Reaction Database (ORD), a public repository of structured organic reaction records. Task: describe an organic reaction: reactants, conditions, products, and yield The reactants are BrC1=C(C=C(C#N)C=C1C)C (4-bromo-3,5-dimethylbenzonitrile), [NH4+].[Cl-] (NH4Cl), [N-]=[N+]=[N-].[Na+] (NaN3). Solvent: CN(C=O)C (N,N-dimethylformamide), O (water). Run at temperature 100 celsius. The product is BrC1=C(C=C(C=C1C)C1=NN=NN1)C (5-(4-Bromo-3,5-dimethylphenyl)-1H-tetrazole). RXN SMILES: [Br:1][C:2]1[C:9]([CH3:10])=[CH:8][C:5]([C:6]#[N:7])=[CH:4][C:3]=1[CH3:11].[NH4+].[Cl-].[N-:14]=[N+:15]=[N-:16].[Na+]>CN(C)C=O.O>[Br:1][C:2]1[C:3]([CH3:11])=[CH:4][C:5]([C:6]2[NH:16][N:15]=[N:14][N:7]=2)=[CH:8][C:9]=1[CH3:10] |f:1.2,3.4|. Procedure: To a solution of 4-bromo-3,5-dimethylbenzonitrile (1 g) in N,N-dimethylformamide (10 mL) is added NH4Cl (770 mg) and NaN3 (800 mg) and the mixture is heated to 100° C. for 12 hours. After cooling to room temperature the mixture is diluted with water. The formed precipitate is filtered off, washed with water and dried to give the title compound. Yield: 650 mg; Mass spectrum (ESI+): m/z=253 [M+H]+. Reactants: Cc1cc(Br)ccc1C(=O)O, C[Si](C)(C)C=[N+]=[N-], CO, C1CCOC1. Product: COC(=O)c1ccc(Br)cc1C. RXN SMILES: [Br:1][c:2]1[cH:3][c:4]([CH3:11])[c:5]([C:6](=[O:7])[OH:8])[cH:9][cH:10]1.[CH3:12][Si:13]([CH:14]=[N+:15]=[N-:16])([CH3:17])[CH3:18].[CH3:24][OH:25].[O:19]1[CH2:20][CH2:21][CH2:22][CH2:23]1>>[Br:1][c:2]1[cH:3][c:4]([CH3:11])[c:5]([C:6](=[O:7])[O:8][CH3:12])[cH:9][cH:10]1.